This data is from the Open Reaction Database (ORD), a public repository of structured organic reaction records. The task is: describe an organic reaction: reactants, conditions, products, and yield Starting materials: COc1cc2c(Nc3ccc(Br)cc3F)ncnc2cc1OCC1CO1, Cn1ccnc1S. Yields the product COc1cc2c(Nc3ccc(Br)cc3F)ncnc2cc1OCC(O)CSc1nccn1C. Reaction SMILES: [Br:1][c:2]1[cH:3][c:4]([F:26])[c:5]([NH:8][c:9]2[n:10][cH:11][n:12][c:13]3[cH:14][c:15]([O:21][CH2:22][CH:23]4[CH2:24][O:25]4)[c:16]([O:19][CH3:20])[cH:17][c:18]23)[cH:6][cH:7]1.[SH:27][c:28]1[n:29]([CH3:33])[cH:30][cH:31][n:32]1>>[Br:1][c:2]1[cH:3][c:4]([F:26])[c:5]([NH:8][c:9]2[n:10][cH:11][n:12][c:13]3[cH:14][c:15]([O:21][CH2:22][CH:23]([CH2:24][S:27][c:28]4[n:29]([CH3:33])[cH:30][cH:31][n:32]4)[OH:25])[c:16]([O:19][CH3:20])[cH:17][c:18]23)[cH:6][cH:7]1.